This data is from the Open Reaction Database (ORD), a public repository of structured organic reaction records. The task is: describe an organic reaction: reactants, conditions, products, and yield Starting materials: C (charcoal), NC1=NC=C(C(=N1)N)CC1=CC(=C(C2=C1C=CCO2)OC)OC (2,4-diamino-5-(7,8-dimethoxy-2H-1-benzopyran-5-ylmethyl)pyrimidine), O=C1C(O)=C(O)[C@H](O1)[C@@H](O)CO ((+)-ascorbic acid). Run in CO (methanol), CO (methanol). Product: O=C1C(O)=C([O-])[C@H](O1)[C@@H](O)CO.NC1=NC=C(C(=N1)N)CC1=CC(=C(C2=C1C=CCO2)OC)OC (2,4-Diamino-5-(7,8-dimethoxy-2H-1-benzopyran-5-ylmethyl)pyrimidine Ascorbate). Yield: 97.4%. Reaction SMILES: [NH2:1][C:2]1[N:7]=[C:6]([NH2:8])[C:5]([CH2:9][C:10]2[C:15]3[CH:16]=[CH:17][CH2:18][O:19][C:14]=3[C:13]([O:20][CH3:21])=[C:12]([O:22][CH3:23])[CH:11]=2)=[CH:4][N:3]=1.[O:24]=[C:25]1[O:31][C@H:30]([C@H:32]([CH2:34][OH:35])[OH:33])[C:28]([OH:29])=[C:26]1[OH:27].C>CO>[O:24]=[C:25]1[O:31][C@H:30]([C@H:32]([CH2:34][OH:35])[OH:33])[C:28]([O-:29])=[C:26]1[OH:27].[NH2:1][C:2]1[N:7]=[C:6]([NH2:8])[C:5]([CH2:9][C:10]2[C:15]3[CH:16]=[CH:17][CH2:18][O:19][C:14]=3[C:13]([O:20][CH3:21])=[C:12]([O:22][CH3:23])[CH:11]=2)=[CH:4][N:3]=1 |f:4.5|. Reported procedure: To 2,4-diamino-5-(7,8-dimethoxy-2H-1-benzopyran-5-ylmethyl)pyrimidine (5.00 g, 15.9 mmol) in 450 mL of boiling methanol was added a solution of L (+)-ascorbic acid (2.80 g, 15.9 mmol) in 50 mL of methanol. The solution was treated with charcoal, filtered, and evaporated to dryness. Further drying at 40° C. in a vacuum oven gave 7.58 g (97.2%) of the title compound. Anal. Calcd for C16H18H4O3.C6H8O6.H2O: C, 51.97; H, 5.55; N, 11.02. Found: C, 51.95; H, 5.57; N, 11.02. Reactants: CNC(=O)N(C)N=NCCO[Si](C)(C)C(C)(C)C, CCCC[N+](CCCC)(CCCC)CCCC, [F-], C1CCOC1. Yields the product CNC(=O)N(C)N=NCCO. As a reaction SMILES: [C:19]([Si:20]([CH3:21])([CH3:22])[O:24][CH2:25][CH2:26][N:27]=[N:28][N:29]([C:30]([NH:31][CH3:32])=[O:33])[CH3:34])([CH3:23])([CH3:35])[CH3:36].[CH2:2]([N+:3]([CH2:4][CH2:5][CH2:6][CH3:7])([CH2:8][CH2:9][CH2:10][CH3:11])[CH2:12][CH2:13][CH2:14][CH3:15])[CH2:16][CH2:17][CH3:18].[F-:1].[O:37]1[CH2:38][CH2:39][CH2:40][CH2:41]1>>[OH:24][CH2:25][CH2:26][N:27]=[N:28][N:29]([C:30]([NH:31][CH3:32])=[O:33])[CH3:34]. Starting materials: Br.COC=1C=C2CCC3=C(N=C(S3)N)C2=CC1 (7-methoxy-4,5-dihydronaphto[1,2-D][1,3]thiazol-2-amine hydrobromide), ClC1=C(C(=CC(=C1)Cl)C)S(=O)(=O)Cl (2,4-dichloro-6-methylbenzenesulfonyl chloride). The product is ClC1=C(C(=CC(=C1)Cl)C)S(=O)(=O)NC=1SC2=C(N1)C1=CC=C(C=C1CC2)OC (2,4-Dichloro-N-(7-methoxy-4,5-dihydronaphtho[1,2-d][1,3]thiazol-2-yl)-6-methylbenzenesulfonamide), solid. RXN SMILES: Br.[CH3:2][O:3][C:4]1[CH:5]=[C:6]2[C:15](=[CH:16][CH:17]=1)[C:10]1[N:11]=[C:12]([NH2:14])[S:13][C:9]=1[CH2:8][CH2:7]2.[Cl:18][C:19]1[CH:24]=[C:23]([Cl:25])[CH:22]=[C:21]([CH3:26])[C:20]=1[S:27](Cl)(=[O:29])=[O:28]>>[Cl:18][C:19]1[CH:24]=[C:23]([Cl:25])[CH:22]=[C:21]([CH3:26])[C:20]=1[S:27]([NH:14][C:12]1[S:13][C:9]2[CH2:8][CH2:7][C:6]3[C:15](=[CH:16][CH:17]=[C:4]([O:3][CH3:2])[CH:5]=3)[C:10]=2[N:11]=1)(=[O:29])=[O:28] |f:0.1|. Procedure details: The title compound was prepared firom 7-methoxy-4,5-dihydronaphto[1,2-D][1,3]thiazol-2-amine hydrobromide and 2,4-dichloro-6-methylbenzenesulfonyl chloride as described in the synthetic METHOD B to give a white solid (16.3 mg) with purity >90%. MS (pos) m/z 455.1, 457.1. Starting materials: OC1OC(C2=CC=C(C(=C12)O)OC)=O (3,4-dihydroxy-5-methoxy-3H-isobenzofuran-1-one), NN (hydrazine). The solvent is C(C)O (ethanol). Product: OC1=C2C=NNC(C2=CC=C1OC)=O (5-Hydroxy-6-methoxy-2H-phthalazin-1-one). The yield is 72.0%. As a reaction SMILES: O[CH:2]1[C:10]2[C:5](=[CH:6][CH:7]=[C:8]([O:12][CH3:13])[C:9]=2[OH:11])[C:4](=O)[O:3]1.[NH2:15][NH2:16]>C(O)C>[OH:11][C:9]1[C:8]([O:12][CH3:13])=[CH:7][CH:6]=[C:5]2[C:10]=1[CH:2]=[N:15][NH:16][C:4]2=[O:3]. Procedure: A solution of 3,4-dihydroxy-5-methoxy-3H-isobenzofuran-1-one (6.63 g, 34 mmoles), prepared as described in example 57, in ethanol (60 ml) was added with 98% hydrazine (8.5 ml). The mixture was heated to clarity and after 5 minutes a precipitate formed and was filtered and treated with 1N HCl. The mother liquors were concentrated more times and the resultant solid fractions joined to give 4.65 g of the title compound (yield: 72%). The reactants are N1C(CC2=CC=CC=C12)=O (oxindole), N1=C(C=CC=C1)C=O (pyridine2-carboxaldehyde), N1CCCC1 (pyrrolidine). Run in CO (methanol). The product is N1=C(C=CC=C1)C=C1C(NC2=CC=CC=C12)=O (3-(2-Pyridinylmethylene)-indolin-2-one). Yield: 84.4%. As a reaction SMILES: [NH:1]1[C:9]2[C:4](=[CH:5][CH:6]=[CH:7][CH:8]=2)[CH2:3][C:2]1=[O:10].[N:11]1[CH:16]=[CH:15][CH:14]=[CH:13][C:12]=1[CH:17]=O.N1CCCC1>CO>[N:11]1[CH:16]=[CH:15][CH:14]=[CH:13][C:12]=1[CH:17]=[C:3]1[C:4]2[C:9](=[CH:8][CH:7]=[CH:6][CH:5]=2)[NH:1][C:2]1=[O:10]. Procedure details: A mixture of oxindole (37.5 g, 0.28 mole), pyridine2-carboxaldehyde (31.8 g, 0.29 mole) and pyrrolidine (21 ml) in 90 ml of methanol is heated on a steam bath. Within a short time an exothermic reaction occurs, resulting in the deposition of a thick solid mass. The solids are collected, washed with methanol and recrystallized from methanol to give 52.5 g of product: m.p. 204°-205°. The reactants are FC(C1(N=C(OC2CC12)N)C1=C(C(=CC=C1)F)C)F (5-(Difluoromethyl)-5-(3-fluoro-2-methylphenyl)-2-oxa-4-azabicyclo[4.1.0]hept-3-en-3-amine), C([O-])(O)=O.[Na+] (sodium bicarbonate), [O-]P(=O)([O-])[O-].[K+].[K+].[K+] (potassium phosphate tribasic), [N+](=O)([O-])[O-].[Na+] (Sodium nitrate). Run in S(O)(O)(=O)=O (sulfuric acid), O (water), ClCCl (dichloromethane). Reaction conditions: time 5 minute. The product is title compound, FC(C1(N=C(OC2CC12)N)C1=C(C(=CC(=C1)[N+](=O)[O-])F)C)F (5-(difluoromethyl)-5-(3-fluoro-2-methyl-5-nitrophenyl)-2-oxa-4-azabicyclo[4.1.0]hept-3-en-3-amine). Isolated yield 40.1%. As a reaction SMILES: [F:1][CH:2]([F:19])[C:3]1([C:11]2[CH:16]=[CH:15][CH:14]=[C:13]([F:17])[C:12]=2[CH3:18])[CH:9]2[CH:7]([CH2:8]2)[O:6][C:5]([NH2:10])=[N:4]1.[N+:20]([O-])([O-:22])=[O:21].[Na+].[O-]P([O-])([O-])=O.[K+].[K+].[K+].C(=O)(O)[O-].[Na+]>S(=O)(=O)(O)O.O.ClCCl>[F:19][CH:2]([F:1])[C:3]1([C:11]2[CH:16]=[C:15]([N+:20]([O-:22])=[O:21])[CH:14]=[C:13]([F:17])[C:12]=2[CH3:18])[CH:9]2[CH:7]([CH2:8]2)[O:6][C:5]([NH2:10])=[N:4]1 |f:1.2,3.4.5.6,7.8|. Reported procedure: 5-(Difluoromethyl)-5-(3-fluoro-2-methylphenyl)-2-oxa-4-azabicyclo[4.1.0]hept-3-en-3-amine (0.470 g, 1.739 mmol) was dissolved in sulfuric acid, 95% (5 mL) and cooled in an ice bath. Sodium nitrate (0.177 g, 2.087 mmol) was added in one portion and the reaction stirred for 5 minutes. The reaction was warmed to rt and stirred for 1 hr and poured into a mixture of dichloromethane (50 mL), iced water (90 mL), and potassium phosphate tribasic (20.02 g, 87 mmol). The mixture was stirred for 5 minutes ... Starting materials: CCCCCC (hexane), BrN1C(CCC1=O)=O (N-bromosuccinimide), C(C)OC=1C(=C(CN2C(C3=CC=CC=C3C2=O)=O)C=CC1OCC)F (2-(3,4-diethoxy-2-fluorobenzyl)isoindol-1,3-dione). The solvent is C(C)#N (acetonitrile). Conditions: time 6 hour. Product: BrC1=CC(=C(C(=C1CN1C(C2=CC=CC=C2C1=O)=O)F)OCC)OCC (2-(6-bromo-3,4-diethoxy-2-fluorobenzyl)isoindol-1,3-dione). Isolated yield 0.0%. Reaction SMILES: [Br:1]N1C(=O)CCC1=O.[CH2:9]([O:11][C:12]1[C:13]([F:33])=[C:14]([CH:27]=[CH:28][C:29]=1[O:30][CH2:31][CH3:32])[CH2:15][N:16]1[C:24](=[O:25])[C:23]2[C:18](=[CH:19][CH:20]=[CH:21][CH:22]=2)[C:17]1=[O:26])[CH3:10].CCCCCC>C(#N)C>[Br:1][C:27]1[C:14]([CH2:15][N:16]2[C:24](=[O:25])[C:23]3[C:18](=[CH:19][CH:20]=[CH:21][CH:22]=3)[C:17]2=[O:26])=[C:13]([F:33])[C:12]([O:11][CH2:9][CH3:10])=[C:29]([O:30][CH2:31][CH3:32])[CH:28]=1. Procedure details: N-bromosuccinimide (1.43 g, 8.07 mol) was added to a solution of 2-(3,4-diethoxy-2-fluorobenzyl)isoindol-1,3-dione (2.52 g, 7.34 mol) in acetonitrile (30 mL) on ice. The mixture was stirred on ice for ten hours, and then at room temperature for six hours. The reaction mixture was extracted after the addition of a 5% aqueous solution of sodium thiosulfate and ethyl acetate; then the resultant organic layer was washed sequentially with 1N hydrochloric acid and a saturated aqueous solution of sodiu... Reactants: ClC1=NC(=CC=C1N)C (2-chloro-6-methyl-3-pyridinylamine), C(C)OC=C(C(=O)OCC)C(=O)OCC (diethyl ethoxymethylenemalonate). Run at temperature 140 celsius. Product: ClC1=NC(=CC=C1NC=C(C(=O)OCC)C(=O)OCC)C (Diethyl 2-(((2-Chloro-6-methyl-3-pyridinyl)amino)methylene)malonate). The yield is 95.0%. Reaction SMILES: [Cl:1][C:2]1[C:7]([NH2:8])=[CH:6][CH:5]=[C:4]([CH3:9])[N:3]=1.C(O[CH:13]=[C:14]([C:20]([O:22][CH2:23][CH3:24])=[O:21])[C:15]([O:17][CH2:18][CH3:19])=[O:16])C>>[Cl:1][C:2]1[C:7]([NH:8][CH:13]=[C:14]([C:15]([O:17][CH2:18][CH3:19])=[O:16])[C:20]([O:22][CH2:23][CH3:24])=[O:21])=[CH:6][CH:5]=[C:4]([CH3:9])[N:3]=1. Procedure details: A mixture of 2-chloro-6-methyl-3-pyridinylamine (8.5 g) and diethyl ethoxymethylenemalonate (22.0 mL) is heated at 140° C. for 18 hours. The mixture is cooled to room temperature and the resulting solids are recrystallized from a mixture of heptane (400 mL) and CH2Cl2 (2 mL) to obtain 17.9 g (95%) of the title compound as a pale red solid. Physical characteristics: MS (ESI+) m/z 313 (M+H). Reactants: C(C)(=O)OCC=C(C)C (1-acetoxy-3-methyl-2-butene), CC[C@H]1C2=C(C[C@H]3N1C(=O)N(C3=O)C4=CC=C(C=C4)F)C5=CC=CC=C5N2 (trans body), [N+](=[N-])=CC(=O)OCC (ethyl diazoacetate), C(CN(CC(=O)[O-])CC(=O)[O-])N(CC(=O)O)CC(=O)[O-].[Na+].[Na+].[Na+] (trisodium ethylenediaminetetraacetate). Reagents/catalysts: C1(=CC=CC=C1)C(C(=O)[O-])(C1=CC=CC=C1)C1=CC=CC=C1.[Rh+3].C1(=CC=CC=C1)C(C(=O)[O-])(C1=CC=CC=C1)C1=CC=CC=C1.C1(=CC=CC=C1)C(C(=O)[O-])(C1=CC=CC=C1)C1=CC=CC=C1 (Rhodium triphenylacetate). The solvent is C(C)(=O)OCC (ethyl acetate), C(C)(=O)OCC (ethyl acetate). Conditions: temperature 50 celsius, time 0.5 hour. Yields the product C(C)(=O)OC[C@H]1C([C@H]1C(=O)OCC)(C)C (racemic ethyl cis-3-acetoxymethyl-2,2-dimethylcyclopropanecarboxylate). RXN SMILES: [C:1]([O:4][CH2:5][CH:6]=[C:7]([CH3:9])[CH3:8])(=[O:3])[CH3:2].[N+](=C[C:13]([O:15][CH2:16][CH3:17])=[O:14])=[N-].[CH2:18](N(CC([O-])=O)CC(O)=O)CN(CC([O-])=O)CC([O-])=O.[Na+].[Na+].[Na+].CC[C@@H]1N2C(N(C3C=CC(F)=CC=3)C(=O)[C@H]2CC2C3C(NC1=2)=CC=CC=3)=O>C(OCC)(=O)C.C1(C(C2C=CC=CC=2)(C2C=CC=CC=2)C([O-])=O)C=CC=CC=1.[Rh+3].C1(C(C2C=CC=CC=2)(C2C=CC=CC=2)C([O-])=O)C=CC=CC=1.C1(C(C2C=CC=CC=2)(C2C=CC=CC=2)C([O-])=O)C=CC=CC=1>[C:1]([O:4][CH2:5][C@@H:6]1[C@H:8]([C:13]([O:15][CH2:16][CH3:17])=[O:14])[C:7]1([CH3:18])[CH3:9])(=[O:3])[CH3:2] |f:2.3.4.5,8.9.10.11|. Procedure details: Rhodium triphenylacetate, 6.78 mg (0.01 mmol), was dissolved in 9.0 g of ethyl acetate, and 2.56 g (20.0 mmol) of 1-acetoxy-3-methyl-2-butene was added, then, the temperature thereof was raised to 50° C. Into this solution, a solution composed of 1.14 g (10.0 mmol) of ethyl diazoacetate and 3.6 g of ethyl acetate was dropped over a period of 2 hours, and the mixture was, thermally kept at the same temperature for 0.5 hours. To this solution was added an aqueous solution containing 0.5 mol of tri...